Dataset: the Open Reaction Database (ORD), a public repository of structured organic reaction records. Task: describe an organic reaction: reactants, conditions, products, and yield The yield is 93.0%. The solvent is CO (methanol). The product is C(C)N(CCCC1=C(C=CC=C1)S(=O)(=O)CC1=CC=C(C(=C1C(=O)OC)OC)C1=COC=C1)CC (methyl 6-[2-(3-diethylaminopropyl)benzenesulphonylmethyl]-3-(furan-3-yl)-2-methoxybenzoate). Reported procedure: A mixture of methyl 6-[2-(3-diethylaminoprop-1-en-1-yl)benzenesulphonyl-methyl]-3-(furan-3-yl)-2-methoxybenzoate (mixture of E and Z isomers, Intermediate 5, 0.03 g) and palladium on carbon (10%, 0.006 g) in methanol (1.2 ml) was stirred in an atmosphere of hydrogen (balloon) for 1 hour. The mixture was filtered through Celite and the filtrate was evaporated to dryness to give methyl 6-[2-(3-diethylaminopropyl)benzenesulphonylmethyl]-3-(furan-3-yl)-2-methoxybenzoate (0.028 g) as a colourless oil... Reagents/catalysts: [Pd] (palladium on carbon). As a reaction SMILES: [CH2:1]([N:3]([CH2:34][CH3:35])[CH2:4][CH:5]=[CH:6][C:7]1[CH:12]=[CH:11][CH:10]=[CH:9][C:8]=1[S:13]([CH2:16][C:17]1[C:22]([C:23]([O:25][CH3:26])=[O:24])=[C:21]([O:27][CH3:28])[C:20]([C:29]2[CH:33]=[CH:32][O:31][CH:30]=2)=[CH:19][CH:18]=1)(=[O:15])=[O:14])[CH3:2].[H][H]>[Pd].CO>[CH2:34]([N:3]([CH2:1][CH3:2])[CH2:4][CH2:5][CH2:6][C:7]1[CH:12]=[CH:11][CH:10]=[CH:9][C:8]=1[S:13]([CH2:16][C:17]1[C:22]([C:23]([O:25][CH3:26])=[O:24])=[C:21]([O:27][CH3:28])[C:20]([C:29]2[CH:33]=[CH:32][O:31][CH:30]=2)=[CH:19][CH:18]=1)(=[O:15])=[O:14])[CH3:35]. Starting materials: C(C)N(CC=CC1=C(C=CC=C1)S(=O)(=O)CC1=CC=C(C(=C1C(=O)OC)OC)C1=COC=C1)CC (methyl 6-[2-(3-diethylaminoprop-1-en-1-yl)benzenesulphonyl-methyl]-3-(furan-3-yl)-2-methoxybenzoate), Intermediate 5, [H][H] (hydrogen). The reactants are CC1=C(C(=CC=C1)C)SC1=NNC=N1 (3-(2,6-Dimethylphenylthio)-1,2,4-triazole), C(C)N(C(=O)Cl)CC (diethyl carbamoyl chloride). The solvent is N1=CC=CC=C1 (pyridine). Run at time 1 hour. The product is crude product, C(C)N(C(=O)N1N=C(N=C1)SC1=C(C=CC=C1C)C)CC (1-(diethylcarbamoyl)-3-(2,6-dimethylphenylthio)-1,2,4-triazole). Reaction SMILES: [CH3:1][C:2]1[CH:7]=[CH:6][CH:5]=[C:4]([CH3:8])[C:3]=1[S:9][C:10]1[N:14]=[CH:13][NH:12][N:11]=1.[CH2:15]([N:17]([CH2:21][CH3:22])[C:18](Cl)=[O:19])[CH3:16]>N1C=CC=CC=1>[CH2:15]([N:17]([CH2:21][CH3:22])[C:18]([N:12]1[CH:13]=[N:14][C:10]([S:9][C:3]2[C:4]([CH3:8])=[CH:5][CH:6]=[CH:7][C:2]=2[CH3:1])=[N:11]1)=[O:19])[CH3:16]. Procedure: 3-(2,6-Dimethylphenylthio)-1,2,4-triazole (2 g) is dissolved in pyridine (50 ml) and diethyl carbamoyl chloride (1.4 g) is added dropwise to the solution. The mixture is stirred first at room temperature for 1 h, then at 70° C. for 2 h. Thereafter, pyridine is distilled off. The residue is extracted with chloroform and dried with magnesium sulfate to obtain the crude product of 1-(diethylcarbamoyl)-3-(2,6-dimethylphenylthio)-1,2,4-triazole. After cooling to 0° C., m-chloroperbenzoic acid (4 g) i... Starting materials: O(C(=S)[S-])CC(C)C.[K+] (potassium isobutyl xanthate), ClC1=C(N)C(=CC=C1)C (2-chloro-6-methylaniline), C([O-])([O-])=O.[K+].[K+] (potassium carbonate). Run in CN(C=O)C (dimethylformamide), CN(C=O)C (dimethylformamide). Run at time 26 hour. Product: CC1=CC=CC2=C1N=C(S2)S (4-methyl-2-mercaptobenzothiazole). The yield is 94.9%. RXN SMILES: O(CC(C)C)[C:2]([S-:4])=[S:3].[K+].Cl[C:11]1[CH:17]=[CH:16][CH:15]=[C:14]([CH3:18])[C:12]=1[NH2:13].C(=O)([O-])[O-].[K+].[K+]>CN(C)C=O>[CH3:18][C:14]1[C:12]2[N:13]=[C:2]([SH:4])[S:3][C:11]=2[CH:17]=[CH:16][CH:15]=1 |f:0.1,3.4.5|. Procedure: A solution of 250 g of potassium isobutyl xanthate (about 90% pure) in 400 ml of dimethylformamide is added dropwise to a mixture of 141.5 g of 2-chloro-6-methylaniline and 276 g of potassium carbonate in 1 liter of dimethylformamide at 150° C. in the course of one hour, under a nitrogen atmosphere. The reaction mixture is stirred for about a further 26 hours, whilst cooling intensively. The batch is cooled, freed from salt and then concentrated to dryness. The residue is taken up in 400 ml of w... Reactants: C(=O)(C(F)(F)F)O (TFA), C(CC)OC1=CC=C(C(=O)C2CCN(CC2)CC(=O)O)C=C1 (2-(4-(4-propoxybenzoyl)piperidin-1-yl)acetic acid), NCC=1NC(C2=C(N1)CCOC2)=O (2-aminomethyl-3,5,7,8-tetrahydro-pyrano[4,3-d]pyrimidin-4-one), C(C)OC1=CC=C(C(=O)C2CCN(CC2)CC(=O)O)C=C1 (2-(4-(4-ethoxybenzoyl)piperidin-1-yl)acetic acid), FC1=CC=C(C(=O)C2CCN(CC2)CC(=O)O)C=C1 (2-(4-(4-fluorobenzoyl)piperidin-1-yl)acetic acid). Solvent: C(C)#N.O (acetonitrile water), C(CC)O (propan-1-ol). Product: C(CC)OC1=CC=C(C(=O)C2CCN(CC2)CC(=O)O)C=C1 (2-(4-(4-Propoxybenzoyl)piperidin-1-yl)acetic acid), O=C1C2=C(N=C(N1)CNC(CN1CCC(CC1)C(C1=CC=C(C=C1)OCCC)=O)=O)CCOC2 (N-(4-Oxo-3,5,7,8-tetrahydro-4H-pyrano[4,3-d]pyrimidin-2-ylmethyl)2-[4-(4-propoxy-benzoyl)-piperidin-1-yl]acetamide). Reaction SMILES: C(OC1C=CC(C(C2CCN(CC(O)=O)CC2)=O)=CC=1)C.FC1C=CC(C(C2CCN(CC(O)=O)CC2)=O)=CC=1.[CH2:41]([O:44][C:45]1[CH:62]=[CH:61][C:48]([C:49]([CH:51]2[CH2:56][CH2:55][N:54]([CH2:57][C:58]([OH:60])=[O:59])[CH2:53][CH2:52]2)=[O:50])=[CH:47][CH:46]=1)[CH2:42][CH3:43].[NH2:63][CH2:64][C:65]1[NH:66][C:67](=[O:75])[C:68]2[CH2:74][O:73][CH2:72][CH2:71][C:69]=2[N:70]=1.C(O)(C(F)(F)F)=O>C(#N)C.O.C(O)CC>[CH2:41]([O:44][C:45]1[CH:46]=[CH:47][C:48]([C:49]([CH:51]2[CH2:56][CH2:55][N:54]([CH2:57][C:58]([OH:60])=[O:59])[CH2:53][CH2:52]2)=[O:50])=[CH:61][CH:62]=1)[CH2:42][CH3:43].[O:75]=[C:67]1[NH:66][C:65]([CH2:64][NH:63][C:58](=[O:60])[CH2:57][N:54]2[CH2:53][CH2:52][CH:51]([C:49](=[O:50])[C:48]3[CH:47]=[CH:46][C:45]([O:44][CH2:41][CH2:42][CH3:43])=[CH:62][CH:61]=3)[CH2:56][CH2:55]2)=[N:70][C:69]2[CH2:71][CH2:72][O:73][CH2:74][C:68]1=2 |f:5.6|. Procedure: 2-(4-(4-Propoxybenzoyl)piperidin-1-yl)acetic acid was prepared following the general procedures for the synthesis of 2-(4-(4-ethoxybenzoyl)piperidin-1-yl)acetic acid from 2-(4-(4-fluorobenzoyl)piperidin-1-yl)acetic acid and propan-1-ol. The title compound (76.1 mg, 0.15 mmol) was prepared following the general procedure of Example 1 from 2-(4-(4-propoxybenzoyl)piperidin-1-yl)acetic acid and 2-aminomethyl-3,5,7,8-tetrahydro-pyrano[4,3-d]pyrimidin-4-one. MS (ESI) m/z 469.4 (M+H+); HPLC (Insertsil ...